This data is from the Open Reaction Database (ORD), a public repository of structured organic reaction records. The task is: describe an organic reaction: reactants, conditions, products, and yield Reactants: O=C([O-])O, COc1cc(C)c(S(=O)(=O)N2CCCC2COCC(=O)O)c(C)c1, ClCCl, C1CCN(CCC2CCNCC2)C1, [Na+]. The product is COc1cc(C)c(S(=O)(=O)N2CCCC2COCC(=O)N2CCC(CCN3CCCC3)CC2)c(C)c1. RXN SMILES: [C:38](=[O:39])([O-:40])[OH:41].[CH3:1][O:2][c:3]1[cH:4][c:5]([CH3:24])[c:6]([S:10](=[O:11])(=[O:12])[N:13]2[CH:14]([CH2:18][O:19][CH2:20][C:21](=[O:22])[OH:23])[CH2:15][CH2:16][CH2:17]2)[c:7]([CH3:9])[cH:8]1.[Cl:43][CH2:44][Cl:45].[N:25]1([CH2:30][CH2:31][CH:32]2[CH2:33][CH2:34][NH:35][CH2:36][CH2:37]2)[CH2:26][CH2:27][CH2:28][CH2:29]1.[Na+:42]>>[CH3:1][O:2][c:3]1[cH:4][c:5]([CH3:24])[c:6]([S:10](=[O:11])(=[O:12])[N:13]2[CH:14]([CH2:18][O:19][CH2:20][C:21](=[O:23])[N:35]3[CH2:34][CH2:33][CH:32]([CH2:31][CH2:30][N:25]4[CH2:26][CH2:27][CH2:28][CH2:29]4)[CH2:37][CH2:36]3)[CH2:15][CH2:16][CH2:17]2)[c:7]([CH3:9])[cH:8]1. Starting materials: C(=O)(OC)CC1=CC=C(C=C1)SC1CC(CCC1)=O (3-(4-carbomethoxymethylphenylthio)cyclohexanone), C(=O)(OC)CCC(=O)C1=CC=C(C=C1)SC1CC(CCC1)=O (3-(4-(3-carbomethoxy-1-oxopropyl)phenylthio)cyclohexanone). Yields the product C(=O)(OC)CC1=CC=C(C=C1)S[C@H]1C[C@H](CCC1)O (cis-3-(4-carbomethoxymethylphenylthio)cyclohexanol). Reaction SMILES: [C:1]([CH2:5][C:6]1[CH:11]=[CH:10][C:9]([S:12][CH:13]2[CH2:18][CH2:17][CH2:16][C:15](=[O:19])[CH2:14]2)=[CH:8][CH:7]=1)([O:3][CH3:4])=[O:2].C(CCC(C1C=CC(SC2CCCC(=O)C2)=CC=1)=O)(OC)=O>>[C:1]([CH2:5][C:6]1[CH:11]=[CH:10][C:9]([S:12][C@@H:13]2[CH2:18][CH2:17][CH2:16][C@H:15]([OH:19])[CH2:14]2)=[CH:8][CH:7]=1)([O:3][CH3:4])=[O:2]. Reported procedure: Following Step B of Example 6 but substituting the title compound of Step A of this Example for 3-(4-(3-carbomethoxy-1-oxopropyl)phenylthio)cyclohexanone, the title compound was obtained as an oil. NMR (ppm) (CDCl3): 7.33 (2H, d, J=9 Hz, H meta to S), 7.17 (2H, d, J=9 Hz, H ortho to S), 4.00 (1H, m, carbinolic proton). 3.60 (3H, s, CH3O), 3.50 (2H, s, CH2), 1.90-1.30 (8H, m, cyclohexane protons). The reactants are [H-].[Na+] (sodium hydride), C(=S)=S (carbon disulfide), CC1=C(C(=CC=C1)C)NC(C)=O (N-(2,6-dimethylphenyl)acetamide), [H][H] (hydrogen). Run in O (water), C1=CC=CC=C1 (benzene), CC(=O)N(C)C (dimethylacetamide), O (water). Reaction conditions: time 20 minute. Yields the product CC1=C(C(=CC=C1)C)N=C=S (2,6-dimethylphenylisothiocyanate). Yield: 74.7%. As a reaction SMILES: [H-].[Na+].[CH3:3][C:4]1[CH:9]=[CH:8][CH:7]=[C:6]([CH3:10])[C:5]=1[NH:11][C:12](=O)C.[H][H].C(=S)=[S:18]>O.C1C=CC=CC=1.CC(N(C)C)=O>[CH3:3][C:4]1[CH:9]=[CH:8][CH:7]=[C:6]([CH3:10])[C:5]=1[N:11]=[C:12]=[S:18] |f:0.1|. Procedure: To a suspension of 2.5 g (0.05 mol) of sodium hydride in a mixture of 40 ml of dry-dimethylacetamide and 40 ml of dry benzene, 0.05 mole of N-(2,6-dimethylphenyl)acetamide was added. After evolution of hydrogen ceased, the mixture was cooled in ice and water, and with stirring 0.075 mole of carbon disulfide was added slowly. The mixture was stirred at room temperature for 20 minutes. The reaction mixture was poured into water and extracted with toluene. The organic layer, dried over sodium sulfa... Starting materials: NC1=NC(=NC2=CC(=C(C=C12)OC)OC)Cl (4-amino-2-chloro-6,7-dimethoxyquinazoline), N1CCC(CC1)N1C(C2=CC=CC=C2C1)=O (2-(4-piperidinyl)-isoindolin-1-one), C([O-])([O-])=O.[Na+].[Na+] (sodium carbonate). The solvent is CN(C=O)C (dimethylformamide). Yields the product Cl.NC1=NC(=NC2=CC(=C(C=C12)OC)OC)N1CCC(CC1)N1C(C2=CC=CC=C2C1)=O (2-[1-(4-amino-6,7-dimethoxy-2-quinazolinyl)-4-piperidinyl]-isoindolin-1-one monohydrochloride). Reaction SMILES: [NH2:1][C:2]1[C:11]2[C:6](=[CH:7][C:8]([O:14][CH3:15])=[C:9]([O:12][CH3:13])[CH:10]=2)[N:5]=[C:4]([Cl:16])[N:3]=1.[NH:17]1[CH2:22][CH2:21][CH:20]([N:23]2[CH2:31][C:30]3[C:25](=[CH:26][CH:27]=[CH:28][CH:29]=3)[C:24]2=[O:32])[CH2:19][CH2:18]1.C(=O)([O-])[O-].[Na+].[Na+]>CN(C)C=O>[ClH:16].[NH2:1][C:2]1[C:11]2[C:6](=[CH:7][C:8]([O:14][CH3:15])=[C:9]([O:12][CH3:13])[CH:10]=2)[N:5]=[C:4]([N:17]2[CH2:22][CH2:21][CH:20]([N:23]3[CH2:31][C:30]4[C:25](=[CH:26][CH:27]=[CH:28][CH:29]=4)[C:24]3=[O:32])[CH2:19][CH2:18]2)[N:3]=1 |f:2.3.4,6.7|. Procedure details: By heating in an analogous fashion 2.4 g of 4-amino-2-chloro-6,7-dimethoxyquinazoline, 2.2 g of 2-(4-piperidinyl)-isoindolin-1-one, 2.0 g of anhydrous sodium carbonate and 20 ml of dimethylformamide, the 2-[1-(4-amino-6,7-dimethoxy-2-quinazolinyl)-4-piperidinyl]-isoindolin-1-one monohydrochloride is obtained, melting at 288°-289° (dec.). The reactants are ClC1=CC=C(C=C1)C(C)=O (4′-chloroacetophenone), CCOCC (ether), C(C=1C(C(=O)OC)=CC=CC1)(=O)OC (Dimethyl phthalate), C[O-].[Na+] (sodium methoxide). Run in O1CCCC1 (tetrahydrofuran), O (water), O1CCCC1 (tetrahydrofuran), O1CCCC1 (tetrahydrofuran). Run at temperature 20 celsius. The product is ClC1=CC=C(C(=O)C2C(C3=CC=CC=C3C2=O)=O)C=C1 (2-(4-chlorobenzoyl)-indan-1,3-dione). As a reaction SMILES: [C:1]([O:13]C)(=O)[C:2]1[C:3](=[CH:8][CH:9]=[CH:10][CH:11]=1)[C:4]([O:6]C)=O.C[O-].[Na+].[Cl:18][C:19]1[CH:24]=[CH:23][C:22]([C:25](=[O:27])[CH3:26])=[CH:21][CH:20]=1.CCOCC>O1CCCC1.O>[Cl:18][C:19]1[CH:24]=[CH:23][C:22]([C:25]([CH:26]2[C:1](=[O:13])[C:2]3[C:3](=[CH:8][CH:9]=[CH:10][CH:11]=3)[C:4]2=[O:6])=[O:27])=[CH:21][CH:20]=1 |f:1.2|. Procedure: Dimethyl phthalate (15.0 g) in tetrahydrofuran (100 ml) was added to a stirred suspension of sodium methoxide (8.31 g) in tetrahydrofuran (60 ml) followed by 4′-chloroacetophenone (11.8 g) in tetrahydrofuran (100 ml) at 20° C. under nitrogen. The mixture was then boiled under reflux for 18 hours then cooled to 20° C. and poured into ether (250 ml) and water (250 ml). The aqueous layer was separated and the organic layer was washed with water (3×75 ml). The combined aqueous extract and washings w... Reactants: CCOC(=O)C(C)(C)C(=O)NC1C(=O)N(CCOCc2ccccc2)c2ccccc2-c2ccccc21, C1CCOC1, [Li+], [Na+], [Na+], O=C([O-])[O-], [OH-], O. Product: CC(C)(C(=O)O)C(=O)NC1C(=O)N(CCOCc2ccccc2)c2ccccc2-c2ccccc21. RXN SMILES: [CH2:1]([CH3:2])[O:3][C:4]([C:5]([C:6](=[O:7])[NH:8][CH:9]1[c:10]2[c:11]([cH:31][cH:32][cH:33][cH:34]2)-[c:12]2[c:13]([cH:27][cH:28][cH:29][cH:30]2)[N:14]([CH2:17][CH2:18][O:19][CH2:20][c:21]2[cH:22][cH:23][cH:24][cH:25][cH:26]2)[C:15]1=[O:16])([CH3:35])[CH3:36])=[O:37].[CH2:40]1[O:41][CH2:42][CH2:43][CH2:44]1.[Li+:38].[Na+:46].[Na+:47].[O-:48][C:49](=[O:50])[O-:51].[OH-:39].[OH2:45]>>[O:3]=[C:4]([C:5]([C:6](=[O:7])[NH:8][CH:9]1[c:10]2[c:11]([cH:31][cH:32][cH:33][cH:34]2)-[c:12]2[c:13]([cH:27][cH:28][cH:29][cH:30]2)[N:14]([CH2:17][CH2:18][O:19][CH2:20][c:21]2[cH:22][cH:23][cH:24][cH:25][cH:26]2)[C:15]1=[O:16])([CH3:35])[CH3:36])[OH:37]. Reactants: ClC1=CC=C(C=C1)N1C(=C(C=C1)C(F)(F)F)CO ([1-(4-chlorophenyl)-3-(trifluoromethyl)-1H-pyrrol-2-yl]methanol), C1CCN(CC1)C(=O)N=NC(=O)N2CCCCC2 (ADDP), P(CCCC)(CCCC)CCCC (PBu3), ClC1=CC=C(C=C1)N1C(=C(C=C1)C(C(F)(F)F)(F)F)CO ((1-(4-chlorophenyl)-3-(perfluoroethyl)-1H-pyrrol-2-yl)methanol), FC=1C=C(C=C(C1O)F)CCC(=O)OCC (ethyl 3-(3,5-difluoro-4-hydroxyphenyl)propanoate). The solvent is C1(=CC=CC=C1)C (toluene). Reaction conditions: temperature 60 celsius, time 8 hour. The product is FC(C(F)(F)F)(C1=CNC=C1)F (3-(perfluoroethyl)-1H-pyrrole). RXN SMILES: ClC1C=CC(N2C=CC(C(F)(F)F)=C2CO)=CC=1.ClC1C=CC([N:26]2[CH:30]=[CH:29][C:28]([C:31]([F:37])([F:36])[C:32]([F:35])([F:34])[F:33])=[C:27]2CO)=CC=1.FC1C=C(CCC(OCC)=O)C=C(F)C=1O.C1CCN(C(N=NC(N2CCCCC2)=O)=O)CC1.P(CCCC)(CCCC)CCCC>C1(C)C=CC=CC=1>[F:37][C:31]([F:36])([C:28]1[CH:29]=[CH:30][NH:26][CH:27]=1)[C:32]([F:35])([F:34])[F:33]. Reported procedure: Into a 50-mL round-bottom flask purged and maintained with an inert atmosphere of nitrogen, was placed [1-(4-chlorophenyl)-3-(trifluoromethyl)-1H-pyrrol-2-yl]methanol and (1-(4-chlorophenyl)-3-(perfluoroethyl)-1H-pyrrol-2-yl)methanol (200 mg, 0.73 mmol, 1.00 equiv), ethyl 3-(3,5-difluoro-4-hydroxyphenyl)propanoate (211 mg, 0.92 mmol, 1.20 equiv), ADDP (482 mg, 1.91 mmol, 2.50 equiv), PBu3 (232 mg, 1.15 mmol, 1.50 equiv) and toluene (10 mL). The resulting solution was stirred overnight at 60° C. ...